From a dataset of the Open Reaction Database (ORD), a public repository of structured organic reaction records. describe an organic reaction: reactants, conditions, products, and yield Reactants: 135, [Li+].CC(C)[N-]C(C)C (LDA), C1CCOC1 (THF), C(=O)(OC(C)(C)C)N1CC(C1)CCI (N-BOC-Azetidin-3-ylethyl iodide), C1CCOC1 (THF). Conditions: time 1 hour. Product: C(=O)(OC(C)(C)C)N1CC(C1)CCC1C(NCCC1)=O (3-[N-BOC-2-(Azetidin-3-yl)ethyl]-2-piperidone). RXN SMILES: [Li+].C[CH:3]([N-:5]C(C)C)C.[C:9]([N:16]1[CH2:19][CH:18]([CH2:20][CH2:21]I)[CH2:17]1)([O:11][C:12]([CH3:15])([CH3:14])[CH3:13])=[O:10].[CH2:23]1[CH2:27][O:26][CH2:25][CH2:24]1>>[C:9]([N:16]1[CH2:19][CH:18]([CH2:20][CH2:21][CH:24]2[CH2:23][CH2:27][CH2:3][NH:5][C:25]2=[O:26])[CH2:17]1)([O:11][C:12]([CH3:15])([CH3:14])[CH3:13])=[O:10] |f:0.1|. Procedure: A solution of 135 (for preparation see; D. H. Hua, et. al., JOC, 55, 3682, 1990) (0.19 g, 1.2 mmol) in THF (3.9 mL) at -78° C. was added LDA (0.58 mL, 1.2 mmol, 2.0M/heptane/THF/ethylbenzene) dropwise. After 15 min 134 (0.30 g, 0.96 mmol) in THF (3.5 mL) was added dropwise. After stirring 1.0 h, the reaction was quenched with CH3OH (7.5 mL) and the resulting solution warmed to ambient temperature. The solution was then diluted with EtOAc and then washed with H2O, 5% KHSO4, sat. NaHCO3, and brine...